Dataset: the Open Reaction Database (ORD), a public repository of structured organic reaction records. Task: describe an organic reaction: reactants, conditions, products, and yield Reactants: C=CCOC(=O)NC(C=O)CC(=O)OC(C)(C)C, C1CCOC1, [Mg+]Cc1ccccc1, [Cl-]. The product is C=CCOC(=O)NC(CC(=O)OC(C)(C)C)C(O)Cc1ccccc1. RXN SMILES: [C:10]([CH3:11])([CH3:12])([CH3:13])[O:14][C:15]([CH2:16][CH:17]([CH:18]=[O:19])[NH:20][C:21](=[O:22])[O:23][CH2:24][CH:25]=[CH2:26])=[O:27].[CH2:28]1[O:29][CH2:30][CH2:31][CH2:32]1.[CH2:2]([c:3]1[cH:4][cH:5][cH:6][cH:7][cH:8]1)[Mg+:9].[Cl-:1]>>[CH2:2]([c:3]1[cH:4][cH:5][cH:6][cH:7][cH:8]1)[CH:18]([CH:17]([CH2:16][C:15]([O:14][C:10]([CH3:11])([CH3:12])[CH3:13])=[O:27])[NH:20][C:21](=[O:22])[O:23][CH2:24][CH:25]=[CH2:26])[OH:19]. The reactants are C(C)(=O)N(CCOC(C)=O)CC=1C=CC=C2C=CNC12 (acetic acid 2-[acetyl-(1H-indol-7-ylmethyl)-amino]-ethyl ester), C[O-].[Na+] (sodium methoxide), C(C(=O)Cl)(=O)Cl (Oxalyl chloride). Solvent: C(Cl)Cl (CH2Cl2), C(C)(=O)OCC (ethyl acetate). Product: COC(C(=O)C1=CNC2=C(C=CC=C12)CN(CCO)C(C)=O)=O ((7-{[Acetyl-(2-hydroxy-ethyl)-amino]-methyl}-1H-indol-3-yl)-oxo-acetic acid methyl ester), COC(C(=O)C1=CNC2=C(C=CC=C12)CN(C(C)=O)CCOC(C)=O)=O ((7-{[(2-Acetoxy-ethyl)-acetyl-amino]-methyl}-1H-indol-3-yl)-oxo-acetic acid methyl ester). The yield is 48.0%. Reaction SMILES: [C:1]([N:4]([CH2:11][C:12]1[CH:13]=[CH:14][CH:15]=[C:16]2[C:20]=1[NH:19][CH:18]=[CH:17]2)[CH2:5][CH2:6][O:7][C:8](=[O:10])[CH3:9])(=[O:3])[CH3:2].[C:21](Cl)(=[O:25])[C:22](Cl)=[O:23].[CH3:27][O-:28].[Na+]>C(Cl)Cl.C(OCC)(=O)C>[CH3:27][O:28][C:21](=[O:25])[C:22]([C:17]1[C:16]2[C:20](=[C:12]([CH2:11][N:4]([C:1](=[O:3])[CH3:2])[CH2:5][CH2:6][OH:7])[CH:13]=[CH:14][CH:15]=2)[NH:19][CH:18]=1)=[O:23].[CH3:27][O:28][C:21](=[O:25])[C:22]([C:17]1[C:16]2[C:20](=[C:12]([CH2:11][N:4]([CH2:5][CH2:6][O:7][C:8](=[O:10])[CH3:9])[C:1](=[O:3])[CH3:2])[CH:13]=[CH:14][CH:15]=2)[NH:19][CH:18]=1)=[O:23] |f:2.3|. Procedure details: A solution of acetic acid 2-[acetyl-(1H-indol-7-ylmethyl)-amino]-ethyl ester (4.76 g, 17.36 mmol) in CH2Cl2 (100 ml) was cooled to 0° C. Oxalyl chloride (3.27 g, 26.04 mmol) was added and the reaction was warmed to room temperature. Upon completion, the reaction was cooled to −78° C. and sodium methoxide (4.14 mmol, 18.1 mmol, 25% w/v in methanol) was added. The solution was warmed to 20–24° C., and the mixture was diluted with ethyl acetate (400 mL), washed with saturated aqueous NaHCO3, brine,... Reaction SMILES: [CH3:16][I:17].[CH3:1][C:2]1([CH3:15])[CH2:3][N:4]([C:12]([CH3:13])=[O:14])[c:5]2[cH:6][cH:7][c:8]([OH:11])[cH:9][c:10]21.[K+:18].[K+:19].[O-:20][C:21]([O-:22])=[O:23].[O:24]=[CH:25][N:26]([CH3:27])[CH3:28].[OH2:29]>>[CH3:1][C:2]1([CH3:15])[CH2:3][N:4]([C:12]([CH3:13])=[O:14])[c:5]2[cH:6][cH:7][c:8]([O:11][CH3:21])[cH:9][c:10]21. Yields the product COc1ccc2c(c1)C(C)(C)CN2C(C)=O. The reactants are CI, CC(=O)N1CC(C)(C)c2cc(O)ccc21, [K+], [K+], O=C([O-])[O-], CN(C)C=O, O.